From a dataset of the Open Reaction Database (ORD), a public repository of structured organic reaction records. describe an organic reaction: reactants, conditions, products, and yield Reactants: C(C)(C)(C)[Si](OCCN1CCN(CC1)C1=CC=C(C=N1)C=1NC(C2=CC=CC(=C2C1)C)=O)(C)C (3-(6-{4-[2-(tert-butyl-dimethyl-silanyloxy)-ethyl]-piperazin-1-yl}-pyridin-3-yl)-5-methyl-2H-isoquinolin-1-one), CCCC[N+](CCCC)(CCCC)CCCC.[F-].C1CCOC1 (TBAF THF). Solvent: CCOC(=O)C (EtOAc), C1CCOC1 (THF). Run at time 1 hour. Yields the product OCCN1CCN(CC1)C1=CC=C(C=N1)C=1NC(C2=CC=CC(=C2C1)C)=O (3-{6-[4-(2-hydroxy-ethyl)-piperazin-1-yl]-pyridin-3-yl}-5-methyl-2H-isoquinolin-1-one). Isolated yield 16.5%. RXN SMILES: C([Si](C)(C)[O:6][CH2:7][CH2:8][N:9]1[CH2:14][CH2:13][N:12]([C:15]2[N:20]=[CH:19][C:18]([C:21]3[NH:22][C:23](=[O:32])[C:24]4[C:29]([CH:30]=3)=[C:28]([CH3:31])[CH:27]=[CH:26][CH:25]=4)=[CH:17][CH:16]=2)[CH2:11][CH2:10]1)(C)(C)C.CCCC[N+](CCCC)(CCCC)CCCC.[F-].C1COCC1>C1COCC1.CCOC(C)=O>[OH:6][CH2:7][CH2:8][N:9]1[CH2:14][CH2:13][N:12]([C:15]2[N:20]=[CH:19][C:18]([C:21]3[NH:22][C:23](=[O:32])[C:24]4[C:29]([CH:30]=3)=[C:28]([CH3:31])[CH:27]=[CH:26][CH:25]=4)=[CH:17][CH:16]=2)[CH2:11][CH2:10]1 |f:1.2.3|. Procedure: To a solution of 3-(6-{4-[2-(tert-butyl-dimethyl-silanyloxy)-ethyl]-piperazin-1-yl}-pyridin-3-yl)-5-methyl-2H-isoquinolin-1-one (214 mg, 0.45 mmol) in THF (1.5 mL) at 5° C. was added 1M TBAF/THF (0.58 mL, 0.58 mmol) dropwise. The reaction mixture was allowed to warm to RT and stirred for 1 h. The reaction mixture was diluted with EtOAc (10 mL) and washed with water and brine. The organic layer was concentrated in vacuo and purified by reverse phase preparative HPLC-MS to obtain 3-{6-[4-(2-hydrox...